From a dataset of the Open Reaction Database (ORD), a public repository of structured organic reaction records. describe an organic reaction: reactants, conditions, products, and yield The reactants are C(#N)C1=CC=C(OCC(C)NC([C@@H](N)C(C)C)=O)C=C1 (N1 -[2-(4-cyanophenoxy)-1-methylethyl]-L-valinamide), CN1CCOCC1 (N-methylmorpholine), ClC(=O)OC1CC(CCC1)C (3-methylcyclohexyl chloroformate), O (Water). Run in C(Cl)Cl (methylene chloride). Run at time 15 hour. Product: C(#N)C1=CC=C(OCC(C)NC([C@@H](NC(=O)OC2CC(CCC2)C)C(C)C)=O)C=C1 (N1 -[2-(4-cyanophenoxy)-1-methylethyl]-N2 -(3-methylcyclohexyloxycarbonyl)-L-valinamid), crystal. Yield: 80.0%. Reaction SMILES: CN1CCOCC1.Cl[C:9]([O:11][CH:12]1[CH2:17][CH2:16][CH2:15][CH:14]([CH3:18])[CH2:13]1)=[O:10].[C:19]([C:21]1[CH:38]=[CH:37][C:24]([O:25][CH2:26][CH:27]([NH:29][C:30](=[O:36])[C@H:31]([CH:33]([CH3:35])[CH3:34])[NH2:32])[CH3:28])=[CH:23][CH:22]=1)#[N:20].O>C(Cl)Cl>[C:19]([C:21]1[CH:22]=[CH:23][C:24]([O:25][CH2:26][CH:27]([NH:29][C:30](=[O:36])[C@H:31]([CH:33]([CH3:34])[CH3:35])[NH:32][C:9]([O:11][CH:12]2[CH2:17][CH2:16][CH2:15][CH:14]([CH3:18])[CH2:13]2)=[O:10])[CH3:28])=[CH:37][CH:38]=1)#[N:20]. Reported procedure: 0.4 g of N-methylmorpholine, and subsequently 0.8 g of 3-methylcyclohexyl chloroformate were added to a suspension containing 1.0 g of N1 -[2-(4-cyanophenoxy)-1-methylethyl]-L-valinamide suspended in 50 ml of methylene chloride at -15° C. The mixture was allowed to sit and warm naturally to room temperature and stirred for 15 hours at room temperature. Water was subsequently added to the reaction mixture. After the methylene chloride layer was washed with water, the organic layer was dried over ... Starting materials: C1(=CC=CC=C1)C (toluene), CS(=O)(=O)OCC=1SC=2CN(CCC2N1)C(=O)OC(C)(C)C (tert-butyl 2-((methylsulfonyloxy)methyl)-6,7-dihydrothiazolo[5,4-c]pyridine-5(4H)-carboxylate), C([O-])([O-])=O.[K+].[K+] (potassium carbonate), N1CCCCC1 (piperidine). Run in C(C)(=O)OCC (ethyl acetate). The product is N1(CCCCC1)CC=1SC=2CN(CCC2N1)C(=O)OC(C)(C)C (tert-Butyl 2-(piperidin-1-ylmethyl)-6,7-dihydrothiazolo[5,4-c]pyridine-5(4H)-carboxylate). The yield is 30.0%. As a reaction SMILES: C1(C)C=CC=CC=1.CS(O[CH2:13][C:14]1[S:15][C:16]2[CH2:17][N:18]([C:23]([O:25][C:26]([CH3:29])([CH3:28])[CH3:27])=[O:24])[CH2:19][CH2:20][C:21]=2[N:22]=1)(=O)=O.C(=O)([O-])[O-].[K+].[K+].[NH:36]1[CH2:41][CH2:40][CH2:39][CH2:38][CH2:37]1>C(OCC)(=O)C>[N:36]1([CH2:13][C:14]2[S:15][C:16]3[CH2:17][N:18]([C:23]([O:25][C:26]([CH3:29])([CH3:28])[CH3:27])=[O:24])[CH2:19][CH2:20][C:21]=3[N:22]=2)[CH2:41][CH2:40][CH2:39][CH2:38][CH2:37]1 |f:2.3.4|. Procedure: To a toluene solution (14 ml) of tert-butyl 2-((methylsulfonyloxy)methyl)-6,7-dihydrothiazolo[5,4-c]pyridine-5(4H)-carboxylate (2.01 mmol) was added potassium carbonate (10 mmol) and piperidine (1.1 eq.) and the resulting reaction mixture was refluxed for 16 h. It was cooled to room temperature, diluted with ethyl acetate and the organic layer was washed successively with water and brine. After drying over sodium sulfate, the organic layer was evaporated under reduced pressure to give the crude ... Starting materials: NC1=C(C=C(C=C1)CCC=1N=C2N(C=CC(=C2)OCC)C1C)O (2-[2-(4amino-3-hydroxyphenyl)ethyl]-7-ethoxy-3-methylimidazo[1,2-a]pyridine), N#CBr (cyanogen bromide). Conditions: time 1.5 hour. Yields the product C(C)OC1=CC=2N(C=C1)C(=C(N2)CCC2=CC1=C(N=C(O1)N)C=C2)C (6-[2-(7-ethoxy-3-methylimidazo[1,2-a]pyridin-2-yl)ethyl]-2-aminobenzoxazole). Yield: 64.8%. As a reaction SMILES: [NH2:1][C:2]1[CH:7]=[CH:6][C:5]([CH2:8][CH2:9][C:10]2[N:11]=[C:12]3[CH:17]=[C:16]([O:18][CH2:19][CH3:20])[CH:15]=[CH:14][N:13]3[C:21]=2[CH3:22])=[CH:4][C:3]=1[OH:23].[N:24]#[C:25]Br>C(O)C>[CH2:19]([O:18][C:16]1[CH:15]=[CH:14][N:13]2[C:21]([CH3:22])=[C:10]([CH2:9][CH2:8][C:5]3[CH:6]=[CH:7][C:2]4[N:1]=[C:25]([NH2:24])[O:23][C:3]=4[CH:4]=3)[N:11]=[C:12]2[CH:17]=1)[CH3:20]. Reported procedure: A mixture of 2-[2-(4amino-3-hydroxyphenyl)ethyl]-7-ethoxy-3-methylimidazo[1,2-a]pyridine (1.6 g) and cyanogen bromide (0.7 g) in ethanol (24 ml) was stirred for 1.5 hours at ambient temperature. The solvent was evaporated in vacuo. To the residue was added a mixture of tetrahydrofuran, ethyl acetate and water, and the mixture was adjusted to pH 8 with 20% aqueous potassium carbonate solution. The separated organic layer was washed with brine and dried over magnesium sulfate. The solvent was evap... Run in C(C)O (ethanol). Reactants: BrC(Br)(Br)Br, C1CCOC1, OCCCN1C=NCC1, c1ccc(P(c2ccccc2)c2ccccc2)cc1. Product: BrCCCN1C=NCC1. As a reaction SMILES: [C:10]([Br:11])([Br:12])([Br:13])[Br:14].[O:34]1[CH2:35][CH2:36][CH2:37][CH2:38]1.[OH:1][CH2:2][CH2:3][CH2:4][N:5]1[CH:6]=[N:7][CH2:8][CH2:9]1.[c:15]1([P:16]([c:17]2[cH:18][cH:19][cH:20][cH:21][cH:22]2)[c:23]2[cH:24][cH:25][cH:26][cH:27][cH:28]2)[cH:29][cH:30][cH:31][cH:32][cH:33]1>>[CH2:2]([CH2:3][CH2:4][N:5]1[CH:6]=[N:7][CH2:8][CH2:9]1)[Br:11].